This data is from the Open Reaction Database (ORD), a public repository of structured organic reaction records. The task is: describe an organic reaction: reactants, conditions, products, and yield Reactants: ClC1=C(C=C(C=C1)[N+](=O)[O-])OC (2-chloro-5-nitroanisole), BrC=1N=CNC1 (4-bromoimidazole), C([O-])([O-])=O.[Cs+].[Cs+] (cesium carbonate). Run in C(C)#N (acetonitrile). Yields the product BrC=1N=CN(C1)C1=C(C=C(C=C1)[N+](=O)[O-])OC (4-bromo-1-(2-methoxy-4-nitro-phenyl)-1H-imidazole). Reaction SMILES: Cl[C:2]1[CH:7]=[CH:6][C:5]([N+:8]([O-:10])=[O:9])=[CH:4][C:3]=1[O:11][CH3:12].[Br:13][C:14]1[N:15]=[CH:16][NH:17][CH:18]=1.C(=O)([O-])[O-].[Cs+].[Cs+]>C(#N)C>[Br:13][C:14]1[N:15]=[CH:16][N:17]([C:2]2[CH:7]=[CH:6][C:5]([N+:8]([O-:10])=[O:9])=[CH:4][C:3]=2[O:11][CH3:12])[CH:18]=1 |f:2.3.4|. Reported procedure: A mixture of 2.0 g (10.7 mmol) 2-chloro-5-nitroanisole, 1.65 g (11.2 mmol) 4-bromoimidazole and 5.21 g (16.0 mmol) cesium carbonate in 50 ml acetonitrile was refluxed overnight. The reaction mixture was concentrated, diluted with water and extracted with ethyl acetate. The organic phase was dried, evaporated and the residue purified on silica gel with ethyl acetate/heptane 3/7. After trituration with diethyl ether 707 mg (22%) of 4-bromo-1-(2-methoxy-4-nitro-phenyl)-1H-imidazole was isolated as ... The reactants are COc1ccnc(Br)c1, COCCOC, CCOC(C)=O, [Na+], [Na+], O=C([O-])[O-], OB(O)c1ccc(F)cc1, [Pd], c1ccc(P(c2ccccc2)c2ccccc2)cc1, c1ccc(P(c2ccccc2)c2ccccc2)cc1, c1ccc(P(c2ccccc2)c2ccccc2)cc1, c1ccc(P(c2ccccc2)c2ccccc2)cc1. Yields the product COc1ccnc(-c2ccc(F)cc2)c1. RXN SMILES: [Br:1][c:2]1[n:3][cH:4][cH:5][c:6]([O:8][CH3:9])[cH:7]1.[CH3:26][O:27][CH2:28][CH2:29][O:30][CH3:31].[CH3:32][CH2:33][O:34][C:35](=[O:36])[CH3:37].[Na+:20].[Na+:21].[O-:22][C:23](=[O:24])[O-:25].[OH:10][B:11]([OH:12])[c:13]1[cH:14][cH:15][c:16]([F:17])[cH:18][cH:19]1.[Pd:38].[c:39]1([P:40]([c:41]2[cH:42][cH:43][cH:44][cH:45][cH:46]2)[c:47]2[cH:48][cH:49][cH:50][cH:51][cH:52]2)[cH:53][cH:54][cH:55][cH:56][cH:57]1.[c:58]1([P:59]([c:60]2[cH:61][cH:62][cH:63][cH:64][cH:65]2)[c:66]2[cH:67][cH:68][cH:69][cH:70][cH:71]2)[cH:72][cH:73][cH:74][cH:75][cH:76]1.[c:77]1([P:78]([c:79]2[cH:80][cH:81][cH:82][cH:83][cH:84]2)[c:85]2[cH:86][cH:87][cH:88][cH:89][cH:90]2)[cH:91][cH:92][cH:93][cH:94][cH:95]1.[c:96]1([P:97]([c:98]2[cH:99][cH:100][cH:101][cH:102][cH:103]2)[c:104]2[cH:105][cH:106][cH:107][cH:108][cH:109]2)[cH:110][cH:111][cH:112][cH:113][cH:114]1>>[c:2]1(-[c:13]2[cH:14][cH:15][c:16]([F:17])[cH:18][cH:19]2)[n:3][cH:4][cH:5][c:6]([O:8][CH3:9])[cH:7]1. The solvent is C(C)O (ethanol), O (water). Reaction SMILES: C([O:4][CH2:5][C:6]([C:8]1[CH:13]=[CH:12][C:11]([O:14][CH2:15][CH2:16][CH2:17][N:18]2[CH2:23][CH2:22][CH:21]([C:24]([C:33]3[CH:38]=[CH:37][C:36]([F:39])=[CH:35][CH:34]=3)([C:26]3[CH:31]=[CH:30][C:29]([F:32])=[CH:28][CH:27]=3)[OH:25])[CH2:20][CH2:19]2)=[C:10]([O:40][CH3:41])[CH:9]=1)=[O:7])(=O)C.[OH-].[K+].[Cl-].[Na+]>C(O)C.O>[F:32][C:29]1[CH:30]=[CH:31][C:26]([C:24]([C:33]2[CH:38]=[CH:37][C:36]([F:39])=[CH:35][CH:34]=2)([OH:25])[CH:21]2[CH2:20][CH2:19][N:18]([CH2:17][CH2:16][CH2:15][O:14][C:11]3[CH:12]=[CH:13][C:8]([C:6](=[O:7])[CH2:5][OH:4])=[CH:9][C:10]=3[O:40][CH3:41])[CH2:23][CH2:22]2)=[CH:27][CH:28]=1 |f:1.2,3.4|. Product: FC1=CC=C(C=C1)C(C1CCN(CC1)CCCOC1=C(C=C(C=C1)C(CO)=O)OC)(O)C1=CC=C(C=C1)F (1-[4-[3-[4-[Bis(4-fluorophenyl)hydroxymethyl]-1-piperidinyl]propoxy]-3-methoxyphenyl]-2-hydroxyethanone). Procedure details: A solution of 3.9 g (0.0069 mole) of 2-(acetyloxy)-1-[4-[3-[4-[bis(4-fluorophenyl)hydroxymethyl]-1-piperidinyl]propoxy]-3-methoxyphenyl]ethanone and 1.2 g (0.02 mole) of potassium hydroxide in 50 ml of 95% ethanol and 10 ml of water was heated at reflux under a nitrogen atmosphere for 4 hr. The solution was poured into 600 ml of ice-water and sodium chloride was added until a solid precipitated. The solid was collected by filtration and dried under vacuum to give the title compound. The compound... The reactants are C(C)(=O)OCC(=O)C1=CC(=C(C=C1)OCCCN1CCC(CC1)C(O)(C1=CC=C(C=C1)F)C1=CC=C(C=C1)F)OC (2-(acetyloxy)-1-[4-[3-[4-[bis(4-fluorophenyl)hydroxymethyl]-1-piperidinyl]propoxy]-3-methoxyphenyl]ethanone), [OH-].[K+] (potassium hydroxide), ice water, [Cl-].[Na+] (sodium chloride). The solvent is O (water). The yield is 83.0%. Reaction SMILES: [F:1][C:2](F)(F)[C:3]([OH:5])=[O:4].C([O:11][CH2:12][CH3:13])(=O)C.[CH3:14]CCCCCC.[O:21]1CCOC[CH2:22]1>O>[F:1][C@:2]1([CH3:14])[C@H:22]([OH:21])[C@@H:13]([CH2:12][OH:11])[O:5][C:3]1=[O:4] |f:1.2|. Procedure details: 2-Deoxy-2-fluoro-3,4-O-isopropylidene-2-C-methyl-D-ribono-1,5-lactone (1.29 g, 6.317 mmol) was dissolved in anhydrous 1,4-dioxane (36.7 ml) under an atmosphere of argon. A pre-mixed solution of trifluoroacetic acid (146.8 ml) in water (36.7 ml) was added to the mixture slowly at room temperature. After 48 h, t.l.c. (ethyl acetate/heptane, 3:1) indicated conversion of the starting material (Rf 0.57) to faint products (Rf 0.47, 0.43, 0.38). The solvents were removed in vacuo at 35° C. and then coe... Reactants: FC(C(=O)O)(F)F (trifluoroacetic acid), 2-Deoxy-2-fluoro-3,4-O-isopropylidene-2-C-methyl-D-ribono-1,5-lactone, O1CCOCC1 (1,4-dioxane), C(C)(=O)OCC.CCCCCCC (ethyl acetate heptane). Reaction conditions: time 48 hour. The product is F[C@]1(C(=O)O[C@@H]([C@H]1O)CO)C (2-deoxy-2-fluoro-2-C-methyl-D-ribono-1,4-lactone). The reactants are COC1=C(C=CC2=C1CCCC(C2)N2CCOCC2)N (1-methoxy-6-morpholin-4-yl-6,7,8,9-tetrahydro-5H-benzocyclohepten-2-ylamine), ClC1=NC=C(C(=N1)N[C@H]1[C@@H](CCCC1)NS(=O)(=O)C)Cl (N-[(1R,2R)-2-(2,5-dichloropyrimidin-4-ylamino)-cyclohexyl]-methanesulfonamide). The product is ClC=1C(=NC(=NC1)NC=1C=CC2=C(CCCC(C2)N2CCOCC2)C1OC)N[C@H]1[C@@H](CCCC1)NS(=O)(=O)C (N-{(1R,2R)-2-[5-Chloro-2-(1-methoxy-6-morpholin-4-yl-6,7,8,9-tetrahydro-5H-benzocyclohepten-2-ylamino)-pyrimidin-4-ylamino]-cyclohexyl}-methanesulfonamide), foam. Isolated yield 73.0%. As a reaction SMILES: [CH3:1][O:2][C:3]1[C:8]2[CH2:9][CH2:10][CH2:11][CH:12]([N:14]3[CH2:19][CH2:18][O:17][CH2:16][CH2:15]3)[CH2:13][C:7]=2[CH:6]=[CH:5][C:4]=1[NH2:20].Cl[C:22]1[N:27]=[C:26]([NH:28][C@@H:29]2[CH2:34][CH2:33][CH2:32][CH2:31][C@H:30]2[NH:35][S:36]([CH3:39])(=[O:38])=[O:37])[C:25]([Cl:40])=[CH:24][N:23]=1>>[Cl:40][C:25]1[C:26]([NH:28][C@@H:29]2[CH2:34][CH2:33][CH2:32][CH2:31][C@H:30]2[NH:35][S:36]([CH3:39])(=[O:38])=[O:37])=[N:27][C:22]([NH:20][C:4]2[CH:5]=[CH:6][C:7]3[CH2:13][CH:12]([N:14]4[CH2:19][CH2:18][O:17][CH2:16][CH2:15]4)[CH2:11][CH2:10][CH2:9][C:8]=3[C:3]=2[O:2][CH3:1])=[N:23][CH:24]=1. Procedure details: The title compound was prepared from 1-methoxy-6-morpholin-4-yl-6,7,8,9-tetrahydro-5H-benzocyclohepten-2-ylamine (149 mg, 0.54 mmol) and N-[(1R,2R)-2-(2,5-dichloropyrimidin-4-ylamino)-cyclohexyl]-methanesulfonamide (204 mg, 0.60 mmol) in an analogous manner to Example 946 to afford a white foam (227 mg, 73%). Mp: 110-12° C. LCMS (m/e) 579 (M+1); 1H-NMR (CDCl3, 400 MHz) δ 7.96 (m, 2H), 7.31 (d, J=9 Hz, 1H), 6.94 (d, J=8 Hz, 1H), 5.47-5.27 (m, 2H), 3.91 (m, 1H), 3.73 (m, 7H), 3.26 (m, 2H), 2.88 (m...